From a dataset of the Open Reaction Database (ORD), a public repository of structured organic reaction records. describe an organic reaction: reactants, conditions, products, and yield Starting materials: CN(C)C=O (DMF), N(C(=N)N)C1=CC=C(C(=O)O)C=C1 (4-guanidinobenzoic acid), C(=O)(O)[O-].[Na+] (NaHCO3), ClC=1C=CC2=C(N(C(CC(C2=O)=CN(C)C)=O)C2=CC=CC=C2)C1 (8-chloro-4-dimethylaminomethylene-1-phenyl-3,4-dihydro-1H-benzo[b]azepine-2,5-dione). Solvent: CCO (EtOH). Product: ClC=1C=CC2=C(N(C(CC3=C2N=C(N=C3)NC3=CC=C(C(=O)O)C=C3)=O)C3=CC=CC=C3)C1 (4-(9-Chloro-6-oxo-7-phenyl-6,7-dihydro-5H-benzo[b]pyrimido[4,5-d]azepin-2-ylamino)-benzoic acid). As a reaction SMILES: CN(C=O)C.C([O-])(O)=O.[Na+].[Cl:11][C:12]1[CH:13]=[CH:14][C:15]2[C:21](=O)[C:20](=[CH:23]N(C)C)[CH2:19][C:18](=[O:27])[N:17]([C:28]3[CH:33]=[CH:32][CH:31]=[CH:30][CH:29]=3)[C:16]=2[CH:34]=1.[NH:35]([C:39]1[CH:47]=[CH:46][C:42]([C:43]([OH:45])=[O:44])=[CH:41][CH:40]=1)[C:36]([NH2:38])=[NH:37]>CCO>[Cl:11][C:12]1[CH:13]=[CH:14][C:15]2[C:21]3[N:37]=[C:36]([NH:35][C:39]4[CH:47]=[CH:46][C:42]([C:43]([OH:45])=[O:44])=[CH:41][CH:40]=4)[N:38]=[CH:23][C:20]=3[CH2:19][C:18](=[O:27])[N:17]([C:28]3[CH:33]=[CH:32][CH:31]=[CH:30][CH:29]=3)[C:16]=2[CH:34]=1 |f:1.2|. Procedure details: In a manner similar to method I (DMF and NaHCO3 were used in place of EtOH and KCO3), 8-chloro-4-dimethylaminomethylene-1-phenyl-3,4-dihydro-1H-benzo[b]azepine-2,5-dione (v-i) and 4-guanidinobenzoic acid were converted to I-10 (61%): HRMS Calcd. for C25H17ClN4O3: 457.1067, Found 457.1076. Reactants: CCOC(=O)CC(=O)c1ccccc1, C1CCNCC1, CC(=O)O, CCO, O=Cc1ccc(O)cc1. Product: CCOC(=O)C(=Cc1ccc(O)cc1)C(=O)c1ccccc1. Reaction SMILES: [C:10]([c:11]1[cH:12][cH:13][cH:14][cH:15][cH:16]1)(=[O:17])[CH2:18][C:19](=[O:20])[O:21][CH2:22][CH3:23].[CH2:24]1[CH2:25][CH2:26][NH:27][CH2:28][CH2:29]1.[CH3:30][C:31](=[O:32])[OH:33].[CH3:34][CH2:35][OH:36].[OH:1][c:2]1[cH:3][cH:4][c:5]([CH:6]=[O:7])[cH:8][cH:9]1>>[OH:1][c:2]1[cH:3][cH:4][c:5]([CH:6]=[C:18]([C:10]([c:11]2[cH:12][cH:13][cH:14][cH:15][cH:16]2)=[O:17])[C:19](=[O:20])[O:21][CH2:22][CH3:23])[cH:8][cH:9]1. Conditions: time 20 minute. Procedure: A mixture of 7-[(R)-1-(2,6-dichloro-3-fluorophenyl)-ethoxy]-3-(1,2,3,6-tetrahydropyridin-4-yl)-furo[3,2-c]pyridin-6-ylamine (10.0 mg, 0.0237 mmol), methyl iodide (6.72 mg, 0.0474 mmol), DIPEA (0.02 mL, 0.1 mmol), and DMF (0.5 mL) was stirred at rt for 20 min. The solution was used directly for HPLC purification. The fractions containing the pure product were concentrated in vacuo to afford the title compound as a brown solid. 1H NMR (CDCl3, 400 MHz): δ=1.88 (d, J=6.6 Hz, 3H), 2.90 (d, J=6.3 Hz, ... Reactants: ClC1=C(C(=CC=C1F)Cl)[C@@H](C)OC=1C2=C(C=NC1N)C(=CO2)C=2CCNCC2 (7-[(R)-1-(2,6-dichloro-3-fluorophenyl)-ethoxy]-3-(1,2,3,6-tetrahydropyridin-4-yl)-furo[3,2-c]pyridin-6-ylamine), CI (methyl iodide), CCN(C(C)C)C(C)C (DIPEA), CN(C)C=O (DMF). As a reaction SMILES: [Cl:1][C:2]1[C:7]([F:8])=[CH:6][CH:5]=[C:4]([Cl:9])[C:3]=1[C@H:10]([O:12][C:13]1[C:14]2[O:22][CH:21]=[C:20]([C:23]3CCNCC=3)[C:15]=2[CH:16]=[N:17][C:18]=1N)[CH3:11].CI.C[CH2:32][N:33]([CH:37]([CH3:39])C)[CH:34]([CH3:36])C.[CH3:40][N:41](C=O)C>>[Cl:1][C:2]1[C:7]([F:8])=[CH:6][CH:5]=[C:4]([Cl:9])[C:3]=1[C@H:10]([O:12][C:13]1[C:14]2[O:22][CH:21]=[C:20]([C:23]3[CH2:39][CH2:37][N:33]([CH3:32])[CH2:34][CH:36]=3)[C:15]=2[CH:16]=[N:17][C:18]=1[NH:41][CH3:40])[CH3:11]. Yields the product ClC1=C(C(=CC=C1F)Cl)[C@@H](C)OC=1C2=C(C=NC1NC)C(=CO2)C=2CCN(CC2)C ([7-[(R)-1-(2,6-Dichloro-3-fluorophenyl)-ethoxy]-3-(1-methyl-1,2,3,6-tetrahydropyridin-4-yl)-furo[3,2-c]pyridin-6-yl]-methylamine). The reactants are Cl (Hydrochloric acid), C(C)(C)(C)OC(NC1=C(C=CC=C1)NC(\C=C\C1=CC=C(C=C1)C(CCN1[C@@H]2CO[C@H](C1)C2)C(NC2=CC=C(C=C2)Br)=O)=O)=O ((E)-[2-(3-{4-[1-(4-bromo-phenylcarbamoyl)-3-({1S,4S}-2-oxa-5-aza-bicyclo[2.2.1]hept-5-yl)-propyl]-phenyl}-acryloylamino)-phenyl]-carbamic acid tert-butyl ester), C(=O)(O)[O-].[Na+] (NaHCO3). Run in CO (methanol). Run at time 4 hour. The product is NC1=C(C=CC=C1)NC(=O)/C=C/C1=CC=C(C=C1)C(C(=O)NC1=CC=C(C=C1)Br)CCN1[C@@H]2CO[C@H](C1)C2 (2-{4-[(E)-2-(2-Amino-phenylcarbamoyl)-vinyl]-phenyl}-N-(4-bromo-phenyl)-4-(1S,4S)-2-oxa-5-aza-bicyclo[2.2.1]hept-5-yl-butyramide). RXN SMILES: Cl.C(OC(=O)[NH:8][C:9]1[CH:14]=[CH:13][CH:12]=[CH:11][C:10]=1[NH:15][C:16](=[O:45])/[CH:17]=[CH:18]/[C:19]1[CH:24]=[CH:23][C:22]([CH:25]([C:35](=[O:44])[NH:36][C:37]2[CH:42]=[CH:41][C:40]([Br:43])=[CH:39][CH:38]=2)[CH2:26][CH2:27][N:28]2[CH2:33][C@@H:32]3[CH2:34][C@H:29]2[CH2:30][O:31]3)=[CH:21][CH:20]=1)(C)(C)C.C([O-])(O)=O.[Na+]>CO>[NH2:8][C:9]1[CH:14]=[CH:13][CH:12]=[CH:11][C:10]=1[NH:15][C:16](/[CH:17]=[CH:18]/[C:19]1[CH:20]=[CH:21][C:22]([CH:25]([CH2:26][CH2:27][N:28]2[CH2:33][C@@H:32]3[CH2:34][C@H:29]2[CH2:30][O:31]3)[C:35]([NH:36][C:37]2[CH:42]=[CH:41][C:40]([Br:43])=[CH:39][CH:38]=2)=[O:44])=[CH:23][CH:24]=1)=[O:45] |f:2.3|. Procedure: Hydrochloric acid in methanol (1.25 M, 5 mL) was added to the (E)-[2-(3-{4-[1-(4-bromo-phenylcarbamoyl)-3-({1S,4S}-2-oxa-5-aza-bicyclo[2.2.1]hept-5-yl)-propyl]-phenyl}-acryloylamino)-phenyl]-carbamic acid tert-butyl ester residue, the mixture was stirred for about 4 h, and then NaHCO3 was added to the reaction system. After filtration of solids, the crude mixture was purified by preparative HPLC to obtain light yellow solid. MS: calc'd 575 (MH+), exp 575 (MH+). 1H NMR (d6-DMSO, 400 MHz), 10.25 (... The reactants are OC1=CC(=CC=2CC[C@@H]3[C@@H]4C[C@H](C([C@@]4(C)CC[C@@H]3C12)=O)O)O (1,3,16α-trihydroxy-8α-estra-1,3,5(10)-trien-17-one), CS(=O)(=O)Cl (methanesulfonic acid chloride), ice water. The solvent is N1=CC=CC=C1 (pyridine). Product: S(=O)(=O)(C)OC1=CC(=CC=2CC[C@@H]3[C@@H]4C[C@H](C([C@@]4(C)CC[C@@H]3C12)=O)OS(=O)(=O)C)OS(=O)(=O)C (1,3,16α-tris(mesyloxy)-8α-estra-1,3,5(10)-trien-17-one). As a reaction SMILES: [OH:1][C:2]1[C:19]2[C@@H:18]3[C@@H:9]([C@H:10]4[C@@:14]([CH2:16][CH2:17]3)([CH3:15])[C:13](=[O:20])[C@H:12]([OH:21])[CH2:11]4)[CH2:8][CH2:7][C:6]=2[CH:5]=[C:4]([OH:22])[CH:3]=1.[CH3:23][S:24](Cl)(=[O:26])=[O:25]>N1C=CC=CC=1>[S:24]([O:1][C:2]1[C:19]2[C@@H:18]3[C@@H:9]([C@H:10]4[C@@:14]([CH2:16][CH2:17]3)([CH3:15])[C:13](=[O:20])[C@H:12]([O:21][S:24]([CH3:23])(=[O:26])=[O:25])[CH2:11]4)[CH2:8][CH2:7][C:6]=2[CH:5]=[C:4]([O:22][S:24]([CH3:23])(=[O:26])=[O:25])[CH:3]=1)([CH3:23])(=[O:26])=[O:25]. Reported procedure: A solution of 400 mg. of 1,3,16α-trihydroxy-8α-estra-1,3,5(10)-trien-17-one in 5 ml. of pyridine is combined at 0° C. with 1.5 ml. of methanesulfonic acid chloride and agitated for 3 days at 0°-10° C. The mixture is thereafter introduced inyo ice water (acidified with HCl), filtered off, and the residue is dissolved in methylene chloride. After chromatography on SiO2, 250 mg. of 1,3,16α-tris(mesyloxy)-8α-estra-1,3,5(10)-trien-17-one is obtained.